From a dataset of the Open Reaction Database (ORD), a public repository of structured organic reaction records. describe an organic reaction: reactants, conditions, products, and yield The reactants are Cc1cc(O)c(C(C)(C)C)cc1N=O, CCO, NN, O. The product is Cc1cc(O)c(C(C)(C)C)cc1N. As a reaction SMILES: [C:1]([CH3:2])([CH3:3])([CH3:4])[c:5]1[c:6]([OH:14])[cH:7][c:8]([CH3:13])[c:9]([N:11]=[O:12])[cH:10]1.[CH3:18][CH2:19][OH:20].[NH2:16][NH2:17].[OH2:15]>>[C:1]([CH3:2])([CH3:3])([CH3:4])[c:5]1[c:6]([OH:14])[cH:7][c:8]([CH3:13])[c:9]([NH2:11])[cH:10]1. Reactants: C(CC)NCC1CC1 (N-propylcyclopropanemethylamine), CCN(C(C)C)C(C)C (DIEA), CC(C(=O)C=1OC2=C(C1CC(=O)O)C=C(C=C2)OC)(C)C ([2-(2,2-dimethylpropanoyl)-5-methoxy-1-benzofuran-3-yl]acetic acid), C=1C=CC2=C(C1)N=NN2O (HOBt). Solvent: CN(C)C=O (DMF), C(CCl)Cl (EDC). Reaction conditions: temperature 40 celsius. Yields the product C1(CC1)CN(C(CC1=C(OC2=C1C=C(C=C2)OC)C(C(C)(C)C)=O)=O)CCC (N-(Cyclopropylmethyl)-2-[2-(2,2-dimethylpropanoyl)-5-methoxy-1-benzofuran-3-yl]-N-propylacetamide). Reaction SMILES: [CH3:1][C:2]([CH3:21])([CH3:20])[C:3]([C:5]1[O:6][C:7]2[CH:17]=[CH:16][C:15]([O:18][CH3:19])=[CH:14][C:8]=2[C:9]=1[CH2:10][C:11](O)=[O:12])=[O:4].C1C=CC2N(O)N=NC=2C=1.[CH2:32]([NH:35][CH2:36][CH:37]1[CH2:39][CH2:38]1)[CH2:33][CH3:34].CCN(C(C)C)C(C)C>CN(C=O)C.C(Cl)CCl>[CH:37]1([CH2:36][N:35]([CH2:32][CH2:33][CH3:34])[C:11](=[O:12])[CH2:10][C:9]2[C:8]3[CH:14]=[C:15]([O:18][CH3:19])[CH:16]=[CH:17][C:7]=3[O:6][C:5]=2[C:3](=[O:4])[C:2]([CH3:1])([CH3:20])[CH3:21])[CH2:39][CH2:38]1. Procedure: Dissolve a mixture of 17 mg [2-(2,2-dimethylpropanoyl)-5-methoxy-1-benzofuran-3-yl]acetic acid from the Step B Example 1 and 18.5 mg HOBt in 1 mL dry DMF. Add 12.6 μL N-propylcyclopropanemethylamine followed by 23.0 mg EDC and 35 μL DIEA. This solution was heated at 40° C. for 2 hours. It was purified directly on RP-HPLC using 60-100% MeCN gradient. The fractions containing pure product were pooled and lyophilized to give the title compound. LC-MS: 4.17 min. (m/Z=386.2, 302.1, 408.1). The yield is 76.0%. The solvent is CO (methanol). RXN SMILES: [NH:1]1[CH2:5][CH2:4][CH2:3][CH2:2]1.Cl[C:7]1[N:12]2[N:13]=[C:14]([CH3:16])[CH:15]=[C:11]2[N:10]=[C:9]([NH:17][C:18](=[O:30])[C:19]2[CH:24]=[CH:23][C:22]([C:25]([CH3:29])([CH3:28])[CH2:26][OH:27])=[CH:21][CH:20]=2)[CH:8]=1>CO>[OH:27][CH2:26][C:25]([C:22]1[CH:21]=[CH:20][C:19]([C:18]([NH:17][C:9]2[CH:8]=[C:7]([N:1]3[CH2:5][CH2:4][CH2:3][CH2:2]3)[N:12]3[N:13]=[C:14]([CH3:16])[CH:15]=[C:11]3[N:10]=2)=[O:30])=[CH:24][CH:23]=1)([CH3:29])[CH3:28]. The product is OCC(C)(C)C1=CC=C(C(=O)NC2=NC=3N(C(=C2)N2CCCC2)N=C(C3)C)C=C1 (4-(1-hydroxy-2-methylpropan-2-yl)-N-(2-methyl-7-(pyrrolidin-1-yl)pyrazolo[1,5-a]pyrimidin-5-yl)benzamide). The reactants are N1CCCC1 (pyrrolidine), ClC1=CC(=NC=2N1N=C(C2)C)NC(C2=CC=C(C=C2)C(CO)(C)C)=O (N-(7-chloro-2-methylpyrazolo[1,5-a]pyrimidin-5-yl)-4-(1-hydroxy-2-methylpropan-2-yl)benzamide), ClC1=CC(=NC=2N1N=C(C2)C)NC(C2=CC=C(C=C2)C(CO)(C)C)=O (N-(7-chloro-2-methylpyrazolo[1,5-a]pyrimidin-5-yl)-4-(1-hydroxy-2-methylpropan-2-yl)benzamide). Reported procedure: A solution of N-(7-chloro-2-methylpyrazolo[1,5-a]pyrimidin-5-yl)-4-(1-hydroxy-2-methylpropan-2-yl)benzamide (4G, 44 mg, 1.0 equivalent) and pyrrolidine (4.0 equivalents) in DMF (0.10 M with respect to 4G) was stirred at 80° C. for 1 h. After cooling, the mixture was diluted with methanol and purified by preparative LC-MS to afford the titled compound (76%) as a white solid. 1H NMR (400 MHz, DMSO-d6) δ ppm 1.26 (s, 6 H), 1.85-2.07 (m, 4 H), 2.33 (s, 3 H), 3.47 (s, 2 H), 3.96 (br. s., 4 H), 6.13 (... Starting materials: CS(=O)(=O)O (Methane sulfonic acid), C(C)C1(C(C2=CC=C(C=C2CC1)O)=O)CC(=O)O (2-(2-Ethyl-6-hydroxy-1-oxo-1,2,3,4-tetrahydronaphthalen-2-yl)acetic acid), C(C)O (ethanol). Run at time 16 hour. Product: C(C)C1(C(C2=CC=C(C=C2CC1)O)=O)CC(=O)OCC (Ethyl 2-(2-ethyl-6-hydroxy-1-oxo-1,2,3,4-tetrahydronaphthalen-2-yl)acetate). Isolated yield 72.0%. As a reaction SMILES: CS(O)(=O)=O.[CH2:6]([C:8]1([CH2:20][C:21]([OH:23])=[O:22])[CH2:17][CH2:16][C:15]2[C:10](=[CH:11][CH:12]=[C:13]([OH:18])[CH:14]=2)[C:9]1=[O:19])[CH3:7].[CH2:24](O)[CH3:25]>>[CH2:6]([C:8]1([CH2:20][C:21]([O:23][CH2:24][CH3:25])=[O:22])[CH2:17][CH2:16][C:15]2[C:10](=[CH:11][CH:12]=[C:13]([OH:18])[CH:14]=2)[C:9]1=[O:19])[CH3:7]. Procedure: Methane sulfonic acid (5 mL) was added to a solution of 4B (5 g, 20.16 mmol) in ethanol (50 mL), and the mixture was stirred at room temperature for 16 h. Ethanol was removed under reduced pressure, and the residue was diluted with ethyl acetate and washed with saturated NaCl solution. The organic layer was dried over sodium sulfate and filtered, and the filtrate was concentrated under vacuum to afford the title compound (4 g, 72%) as a solid. 1H NMR (300 MHz, CDCl3): δ 7.92 (d, J=8.7 Hz, 1H), 6... The reactants are C(C)(=O)N1CC(C2=CC=CC=C12)CCS(=O)(=O)C (1-Acetyl-2,3-dihydro-3-[2-(methanesulphonyl)ethyl]-1H-indole), 146, ClC1=CC=C2C(=CNC2=C1)C1CCNCC1 (6-chloro-3-(piperidin-4-yl)-1H-indole), 249. Yields the product C(C)(=O)N1CC(C2=CC=CC=C12)CCN1CCC(CC1)C1=CNC2=CC(=CC=C12)Cl (3-[1-[2-(1-Acetyl-2,3-dihydro-1H-indol-3-yl)ethyl]piperidin-4-yl]-6-chloro-1H-indole). As a reaction SMILES: [C:1]([N:4]1[C:12]2[C:7](=[CH:8][CH:9]=[CH:10][CH:11]=2)[CH:6]([CH2:13][CH2:14]S(C)(=O)=O)[CH2:5]1)(=[O:3])[CH3:2].[Cl:19][C:20]1[CH:28]=[C:27]2[C:23]([C:24]([CH:29]3[CH2:34][CH2:33][NH:32][CH2:31][CH2:30]3)=[CH:25][NH:26]2)=[CH:22][CH:21]=1>>[C:1]([N:4]1[C:12]2[C:7](=[CH:8][CH:9]=[CH:10][CH:11]=2)[CH:6]([CH2:13][CH2:14][N:32]2[CH2:33][CH2:34][CH:29]([C:24]3[C:23]4[C:27](=[CH:28][C:20]([Cl:19])=[CH:21][CH:22]=4)[NH:26][CH:25]=3)[CH2:30][CH2:31]2)[CH2:5]1)(=[O:3])[CH3:2]. Procedure details: From 19a and 6-chloro-3-(piperidin-4-yl)-1H-indole (EP Patent publication No 465398-A1). Mp 188-90° C. 1H NMR (DMSO-d6) d 1.70-1.90 (m, 3H), 1.95-2.20 (m, 5H), 2.25 (s, 3H), 2.40 -2.55 (m, 2H), 2.80 (tt, 1H), 3.00-3.10 (m, 2H), 3.40-3.55 (m, 1H), 3.75 (dd, 1H), 4.20 (t, 1H), 6.95 (d, 1H), 7.05 (ddd, 1H), 7.25 (dt, 1H), 7.35 (d, 1H), 7.55 (d, 1H), 8.00 (s, 1H), 8.25 (d, 1H). MS m/z (%): 422 (MH+, 100%), 249 (15%), 146 (19%).